The task is: describe an organic reaction: reactants, conditions, products, and yield. This data is from the Open Reaction Database (ORD), a public repository of structured organic reaction records. Reactants: C(C1=CC=CC=C1)OC(=O)N1[C@@H](C[C@@H]([C@H](C1)OCC=1C=CC2=C(N(CCO2)CCCOC)C1)C1=CC=C(C=C1)OC)C(=O)O ((2S,4R,5R)-4-(4-methoxy-phenyl)-5-[4-(3-methoxy-propyl)-3,4-dihydro-2H-benzo[1,4]oxazin-6-ylmethoxy]-piperidine-1,2-dicarboxylic acid 1-benzyl ester), C1(=CC=CC=C1)C1CNCC1 (3-phenylpyrrolidine). Yields the product C(C1=CC=CC=C1)OC(=O)N1[C@@H](C[C@@H]([C@H](C1)OCC=1C=CC2=C(N(CCO2)CCCOC)C1)C1=CC=C(C=C1)OC)C(=O)N1CC(CC1)C1=CC=CC=C1 ((2S,4R,5R)-4-(4-Methoxy-phenyl)-5-[4-(3-methoxy-propyl)-3,4-dihydro-2H-benzo[1,4]oxazin-6-ylmethoxy]-2-(3-phenyl-pyrrolidine-1-carbonyl)-piperidine-1-carboxylic acid benzyl ester). RXN SMILES: [CH2:1]([O:8][C:9]([N:11]1[CH2:16][C@H:15]([O:17][CH2:18][C:19]2[CH:20]=[CH:21][C:22]3[O:27][CH2:26][CH2:25][N:24]([CH2:28][CH2:29][CH2:30][O:31][CH3:32])[C:23]=3[CH:33]=2)[C@@H:14]([C:34]2[CH:39]=[CH:38][C:37]([O:40][CH3:41])=[CH:36][CH:35]=2)[CH2:13][C@H:12]1[C:42](O)=[O:43])=[O:10])[C:2]1[CH:7]=[CH:6][CH:5]=[CH:4][CH:3]=1.[C:45]1([CH:51]2[CH2:55][CH2:54][NH:53][CH2:52]2)[CH:50]=[CH:49][CH:48]=[CH:47][CH:46]=1>>[CH2:1]([O:8][C:9]([N:11]1[CH2:16][C@H:15]([O:17][CH2:18][C:19]2[CH:20]=[CH:21][C:22]3[O:27][CH2:26][CH2:25][N:24]([CH2:28][CH2:29][CH2:30][O:31][CH3:32])[C:23]=3[CH:33]=2)[C@@H:14]([C:34]2[CH:39]=[CH:38][C:37]([O:40][CH3:41])=[CH:36][CH:35]=2)[CH2:13][C@H:12]1[C:42]([N:53]1[CH2:54][CH2:55][CH:51]([C:45]2[CH:50]=[CH:49][CH:48]=[CH:47][CH:46]=2)[CH2:52]1)=[O:43])=[O:10])[C:2]1[CH:3]=[CH:4][CH:5]=[CH:6][CH:7]=1. Procedure: According to general procedure D, 0.10 g of (2S,4R,5R)-4-(4-methoxy-phenyl)-5-[4-(3-methoxy-propyl)-3,4-dihydro-2H-benzo[1,4]oxazin-6-ylmethoxy]-piperidine-1,2-dicarboxylic acid 1-benzyl ester (from example 3b) and 3-phenylpyrrolidine are reacted to afford the title compound as a colourless solid. Rf=0.15 (EtOAc-heptane 1:1); Rt=5.47. The reactants are ClC1=C(C=NC2=C(C=CC=C12)OC)C(CCC(=O)OCC)=O (4-chloro-3-(3-ethoxycarbonylpropionyl)-8-methoxyquinoline), C(C)OCC (diethyl ether), C(C1=CC=CC=C1)N (benzylamine). Solvent: O1CCCC1 (tetrahydrofuran). Reaction conditions: temperature 60 celsius, time 6 hour. The product is C(C1=CC=CC=C1)NC1=C(C=NC2=C(C=CC=C12)OC)C(CCC(=O)OCC)=O (4-benzylamino-3-(3-ethoxycarbonylpropionyl)-8-methoxyquinoline). As a reaction SMILES: Cl[C:2]1[C:11]2[C:6](=[C:7]([O:12][CH3:13])[CH:8]=[CH:9][CH:10]=2)[N:5]=[CH:4][C:3]=1[C:14](=[O:22])[CH2:15][CH2:16][C:17]([O:19][CH2:20][CH3:21])=[O:18].[CH2:23]([NH2:30])[C:24]1[CH:29]=[CH:28][CH:27]=[CH:26][CH:25]=1.C(OCC)C>O1CCCC1>[CH2:23]([NH:30][C:2]1[C:11]2[C:6](=[C:7]([O:12][CH3:13])[CH:8]=[CH:9][CH:10]=2)[N:5]=[CH:4][C:3]=1[C:14](=[O:22])[CH2:15][CH2:16][C:17]([O:19][CH2:20][CH3:21])=[O:18])[C:24]1[CH:29]=[CH:28][CH:27]=[CH:26][CH:25]=1. Procedure: In a flame-dried, three-necked round-bottomed reaction flask equipped with reflux condenser, magnetic stirring bar and rubber septum, there were placed 3.0 g (0.0093 mole) of 4-chloro-3-(3-ethoxycarbonylpropionyl)-8-methoxyquinoline (the product of Preparation C) dissolved in 30 mL of dry tetrahydrofuran. Stirring was commenced and to the resulting ethereal solution were then added with 2.0 g (0.0186 mole) of benzylamine (available from the Eastman Kodak Company of Rochester, N.Y.), which was ad...